This data is from the Open Reaction Database (ORD), a public repository of structured organic reaction records. The task is: describe an organic reaction: reactants, conditions, products, and yield Starting materials: ClC1=C(C=CC(=C1)[N+](=O)[O-])N1C(N2C(CSCC2)C1=O)=O (2-(2-chloro-4-nitrophenyl)tetrahydro-1H-imidazo[5,1-c][1,4]thiazine-1,3(2H)-dione), Pt. Solvent: CO (Methanol). Reaction conditions: time 18 hour. Product: NC1=CC(=C(C=C1)N1C(N2C(CSCC2)C1=O)=O)Cl (2-(4-amino-2-chlorophenyl)tetrahydro-1H-imidazo[5,1-c][1,4]thiazine-1,3(2H)-dione). Yield: 59.2%. Reaction SMILES: [Cl:1][C:2]1[CH:7]=[C:6]([N+:8]([O-])=O)[CH:5]=[CH:4][C:3]=1[N:11]1[C:19](=[O:20])[CH:14]2[CH2:15][S:16][CH2:17][CH2:18][N:13]2[C:12]1=[O:21]>CO>[NH2:8][C:6]1[CH:5]=[CH:4][C:3]([N:11]2[C:19](=[O:20])[CH:14]3[CH2:15][S:16][CH2:17][CH2:18][N:13]3[C:12]2=[O:21])=[C:2]([Cl:1])[CH:7]=1. Reported procedure: The 2-(2-chloro-4-nitrophenyl)tetrahydro-1H-imidazo[5,1-c][1,4]thiazine-1,3(2H)-dione (124 mg, 0.38 mmol) and 5% Pt sulfided on carbon (148 mg, 0.04 mmol) were added to a flask under argon. Methanol (8 mL) was added. The flask was purged with vacuum and H2 gas, then H2 gas was applied by balloon (1 atm) with stirring for about 18 hours. The mixture was diluted with MeOH and poured through Celite, washing with MeOH. The filtrate was concentrated under vacuum to give about 125 mg of crude product.... The reactants are BrC1=NC=C(C=2C1=CN(N2)C2=C(C=C(C=C2Cl)[N+](=O)[O-])Cl)F (4-bromo-2-(2,6-dichloro-4-nitrophenyl)-7-fluoro-2H-pyrazolo[4,3-c]pyridine), ClC=1C(=C(C#N)C=C(C1)[N+](=O)[O-])N1N=C2C(C(=NC=C2F)Cl)=C1 (3-chloro-2-(4-chloro-7-fluoropyrazolo[4,3-c]pyridin-2-yl)-5-nitrobenzonitrile). Conditions: temperature 100 celsius. Product: BrC1=NC=C(C=2C1=CN(N2)C2=C(C#N)C=C(C=C2Cl)[N+](=O)[O-])F (2-(4-Bromo-7-fluoropyrazolo[4,3-c]pyridin-2-yl)-3-chloro-5-nitrobenzonitrile). Yield: 83.0%. Reaction SMILES: [Br:1][C:2]1[C:7]2=[CH:8][N:9]([C:11]3[C:16](Cl)=[CH:15][C:14]([N+:18]([O-:20])=[O:19])=[CH:13][C:12]=3[Cl:21])[N:10]=[C:6]2[C:5]([F:22])=[CH:4][N:3]=1.ClC1C(N2C=C3C(Cl)=NC=C(F)C3=N2)=C(C=C([N+]([O-])=O)C=1)[C:27]#[N:28]>>[Br:1][C:2]1[C:7]2=[CH:8][N:9]([C:11]3[C:12]([Cl:21])=[CH:13][C:14]([N+:18]([O-:20])=[O:19])=[CH:15][C:16]=3[C:27]#[N:28])[N:10]=[C:6]2[C:5]([F:22])=[CH:4][N:3]=1. Procedure details: Following the procedure described for 4-bromo-2-(2,6-dichloro-4-nitrophenyl)-7-fluoro-2H-pyrazolo[4,3-c]pyridine, 3-chloro-2-(4-chloro-7-fluoropyrazolo[4,3-c]pyridin-2-yl)-5-nitrobenzonitrile was heated at 100° C. overnight to afford the title compound as a pale yellow solid (1.38 g, 83% yield). LCMS (Method C): RT=3.62 min, m/z: 396 [M+H+]. Reactants: C([O-])(O)=O.[Na+] (sodium bicarbonate), ClC1=CC=C(S1)C(=O)NC[C@H]1CN(C(O1)=O)C1=CC(=C(C(=C1)C)N1C(C(=CC=C1)OC)=O)C (5-Chloro-N-({(5S)-3-[4-(3-methoxy-2-oxopyridin-1(2H)-yl)-3,5-dimethylphenyl]-2-oxo-1,3-oxazolidin-5-yl}methyl)thiophene-2-carboxamide), 1, B(Br)(Br)Br (boron tribromide). Run at temperature -78 celsius, time 2 hour. Solvent: ClCCl (dichloromethane), ClCCl (dichloromethane). Procedure details: 830 mg (1.70 mmol) of the compound from Example 71A are dissolved in 50 ml of anhydrous dichloromethane and cooled to −78° C. At this temperature, 3.40 ml (3.40 mmol) of a 1 normal boron tribromide solution in dichloromethane are added dropwise such that the temperature does not exceed −65° C. The mixture is stirred at −78° C. for 2 h and then at RT for 2.5 h and kept at −20° C. for 15 h. At room temperature, the solution is carefully added to a saturated aqueous sodium bicarbonate solution. Aft... As a reaction SMILES: [Cl:1][C:2]1[S:6][C:5]([C:7]([NH:9][CH2:10][C@@H:11]2[O:15][C:14](=[O:16])[N:13]([C:17]3[CH:22]=[C:21]([CH3:23])[C:20]([N:24]4[CH:29]=[CH:28][CH:27]=[C:26]([O:30]C)[C:25]4=[O:32])=[C:19]([CH3:33])[CH:18]=3)[CH2:12]2)=[O:8])=[CH:4][CH:3]=1.B(Br)(Br)Br.C(=O)(O)[O-].[Na+]>ClCCl>[Cl:1][C:2]1[S:6][C:5]([C:7]([NH:9][CH2:10][C@@H:11]2[O:15][C:14](=[O:16])[N:13]([C:17]3[CH:22]=[C:21]([CH3:23])[C:20]([N:24]4[CH:29]=[CH:28][CH:27]=[C:26]([OH:30])[C:25]4=[O:32])=[C:19]([CH3:33])[CH:18]=3)[CH2:12]2)=[O:8])=[CH:4][CH:3]=1 |f:2.3|. The product is ClC1=CC=C(S1)C(=O)NC[C@H]1CN(C(O1)=O)C1=CC(=C(C(=C1)C)N1C(C(=CC=C1)O)=O)C (5-Chloro-N-({(5S)-3-[4-(3-hydroxy-2-oxopyridin-1(2H)-yl)-3,5-dimethylphenyl]-2-oxo-1,3-oxazolidin-5-yl}methyl)thiophene-2-carboxamide).